Dataset: the Open Reaction Database (ORD), a public repository of structured organic reaction records. Task: describe an organic reaction: reactants, conditions, products, and yield Reactants: N (ammonia), S(=O)(=O)([O-])[O-].[NH4+].[NH4+] (ammonium sulfate), S(=O)(=O)([O-])[O-].[NH4+].[NH4+] (ammonium sulfate). Product: S(=O)([O-])[O-].[NH4+].[NH4+] (ammonium sulfite), S([O-])(O)=O.[NH4+] (ammonium bisulfite). Reaction SMILES: [S:1]([O-])([O-:4])(=[O:3])=[O:2].[NH4+:6].[NH4+].N>>[S:1]([O-:4])([O-:3])=[O:2].[NH4+:6].[NH4+:6].[S:1](=[O:2])([OH:4])[O-:3].[NH4+:6] |f:0.1.2,4.5.6,7.8|. Procedure: In contrast, ammonia-based scrubbing processes have been used to produce a more valuable ammonium sulfate fertilizer, as taught by U.S. Pat. Nos. 4,690,807 and 5,362,458, each of which are assigned to the assignee of the present invention and incorporated herein by reference. In these processes (also known as ammonium sulfate flue gas desulfurization, or AS FGD), the scrubbing solution is accumulated in a tank where the absorbed sulfur dioxide reacts with dissolved ammonia (NH3) to form ammonium...